This data is from the Open Reaction Database (ORD), a public repository of structured organic reaction records. The task is: describe an organic reaction: reactants, conditions, products, and yield Reported procedure: To a solution of 1-(cyclopropylmethyl)-4-nitro-1H-pyrazole (8.37 g, 50.1 mmol) in methanol (150 mL) was added 10% Pd/C (840.0 mg, 0.7893 mmol). The suspension was stirred at room temperature under a H2 atmosphere for 2 h. Filtered and the filter cake was washed with MeOH (50 mL×3). The filtrate was concentrated in vacuo and the residue was purified by silica gel column chromatography (MeOH/DCM (v/v)=1/100 to 1/50) to give the title compound as purple oil (5.5 g, 80%). Run in CO (methanol). Conditions: time 2 hour. The product is C1(CC1)CN1N=CC(=C1)N (1-(cyclopropylmethyl)-1H-pyrazol-4-amine). The reagents and catalysts are [Pd] (Pd/C). RXN SMILES: [CH:1]1([CH2:4][N:5]2[CH:9]=[C:8]([N+:10]([O-])=O)[CH:7]=[N:6]2)[CH2:3][CH2:2]1>CO.[Pd]>[CH:1]1([CH2:4][N:5]2[CH:9]=[C:8]([NH2:10])[CH:7]=[N:6]2)[CH2:3][CH2:2]1. The yield is 80.0%. The reactants are C1(CC1)CN1N=CC(=C1)[N+](=O)[O-] (1-(cyclopropylmethyl)-4-nitro-1H-pyrazole). Reactants: tetra-n-propylammonium perruthenate(VII), C[N+]1(CCOCC1)[O-] (NMO), N=1N=C(N2C1CCCCCC2)C2(CC(C2)O)C=2SC=CC2 (3-(5,6,7,8,9,10-hexahydro[1,2,4]triazolo[4,3-a]azocin-3-yl)-3-(2-thienyl)cyclobutanol). Run in C(Cl)Cl (methylene chloride). Run at time 15 hour. The product is N=1N=C(N2C1CCCCCC2)C2(CC(C2)=O)C=2SC=CC2 (3-(5,6,7,8,9,10-hexahydro[1,2,4]triazolo[4,3-a]azocin-3-yl)-3-(2-thienyl)cyclobutanone). Isolated yield 79.7%. Reaction SMILES: [N:1]1[N:2]=[C:3]([C:12]2([C:17]3[S:18][CH:19]=[CH:20][CH:21]=3)[CH2:15][CH:14]([OH:16])[CH2:13]2)[N:4]2[CH2:11][CH2:10][CH2:9][CH2:8][CH2:7][CH2:6][C:5]=12.C[N+]1([O-])CCOCC1>C(Cl)Cl>[N:1]1[N:2]=[C:3]([C:12]2([C:17]3[S:18][CH:19]=[CH:20][CH:21]=3)[CH2:13][C:14](=[O:16])[CH2:15]2)[N:4]2[CH2:11][CH2:10][CH2:9][CH2:8][CH2:7][CH2:6][C:5]=12. Procedure: 3-(5,6,7,8,9,10-hexahydro[1,2,4]triazolo[4,3-a]azocin-3-yl)-3-(2-thienyl)cyclobutanol (2.73 g) was dissolved in methylene chloride (330 ml) and then tetra-n-propylammonium perruthenate(VII) (316 mg) and NMO (1.58 g) were added thereto, followed by stirring at room temperature for 15 hours. The reaction solution was subjected to evaporation under reduced pressure and the resulting residue was purified by column chromatography (methanol:chloroform=3:97) to obtain 2.16 g of 3-(5,6,7,8,9,10-hexahydr... Reactants: [OH-].[Na+] (sodium hydroxide), aqueous solution, N(=O)[O-].[Na+] (NaNO2), C(\C=C\C1=CC=CC=C1)N1C(N(CC1)C=1C=NC=CC1)=S ((E)-1-cinnamyl-3-(3-pyridyl)imidazolidine-2-thione). The solvent is Cl (hydrochloric acid). Run at time 1 hour. Product: C(\C=C\C1=CC=CC=C1)N1C(N(CC1)C=1C=NC=CC1)=O ((E)-1-cinnamyl-3-(3-pyridyl)-2-imidazolidinone). The yield is 60.9%. RXN SMILES: [CH2:1]([N:10]1[CH2:14][CH2:13][N:12]([C:15]2[CH:16]=[N:17][CH:18]=[CH:19][CH:20]=2)[C:11]1=S)/[CH:2]=[CH:3]/[C:4]1[CH:9]=[CH:8][CH:7]=[CH:6][CH:5]=1.N([O-])=[O:23].[Na+].[OH-].[Na+]>Cl>[CH2:1]([N:10]1[CH2:14][CH2:13][N:12]([C:15]2[CH:16]=[N:17][CH:18]=[CH:19][CH:20]=2)[C:11]1=[O:23])/[CH:2]=[CH:3]/[C:4]1[CH:9]=[CH:8][CH:7]=[CH:6][CH:5]=1 |f:1.2,3.4|. Reported procedure: To a solution of 3.02 g of (E)-1-cinnamyl-3-(3-pyridyl)imidazolidine-2-thione dissolved in 40 ml of 4N hydrochloric acid, 10 ml of an aqueous solution of 1.03 g of NaNO2 was added dropwise. After stirring at room temperature for 1 hour, the mixture was made alkaline by addition of a sodium hydroxide solution, and the precipitated crystals were collected by filtration. The crystals obtained were washed with water, dried and then purified by silica gel column chromatorgraphy (solvent: chloroform-m... Reactants: C(C)(C)OC1=C(C=CC=C1)NCCNCC=1C=C(C=CC1)C(=O)N1CCCCC1 ((3-{[2-(2-Isopropoxy-phenylamino)-ethylamino]-methyl}-phenyl)-piperidin-1-yl-methanone), C(=O)([O-])[O-].[K+].[K+] (K2CO3), IC (iodomethane). The solvent is CN(C)C=O (DMF). Conditions: temperature 25 celsius, time 45 minute. Product: C(C)(C)OC1=C(C=CC=C1)NCCN(C)CC=1C=C(C=CC1)C(=O)N1CCCCC1 ([3-({[2-(2-Isopropoxy-phenylamino)-ethyl]-methyl-amino}-methyl)-phenyl]-piperidinyl-methanone). The yield is 45.2%. As a reaction SMILES: [CH:1]([O:4][C:5]1[CH:10]=[CH:9][CH:8]=[CH:7][C:6]=1[NH:11][CH2:12][CH2:13][NH:14][CH2:15][C:16]1[CH:17]=[C:18]([C:22]([N:24]2[CH2:29][CH2:28][CH2:27][CH2:26][CH2:25]2)=[O:23])[CH:19]=[CH:20][CH:21]=1)([CH3:3])[CH3:2].[C:30]([O-])([O-])=O.[K+].[K+].IC>CN(C=O)C>[CH:1]([O:4][C:5]1[CH:10]=[CH:9][CH:8]=[CH:7][C:6]=1[NH:11][CH2:12][CH2:13][N:14]([CH2:15][C:16]1[CH:17]=[C:18]([C:22]([N:24]2[CH2:25][CH2:26][CH2:27][CH2:28][CH2:29]2)=[O:23])[CH:19]=[CH:20][CH:21]=1)[CH3:30])([CH3:3])[CH3:2] |f:1.2.3|. Reported procedure: To a solution of (3-{[2-(2-isopropoxy-phenylamino)-ethylamino]-methyl}-phenyl)-piperidin-1-yl-methanone (Example 1; 0.032 g, 0.081 mmol) in DMF (0.8 mL) was added K2CO3 (0.022 g, 0.16 mmol) and iodomethane (0.03 g, 0.2 mmol), and the resulting suspension was stirred at 25° C. for 45 min. The suspension was partitioned with EtOAc (20 mL) and H2O (20 mL), and the organic layer was washed with brine (20 mL), dried (Na2SO4), filtered, and concentrated under reduced pressure. The crude residue was pu...